From a dataset of the Open Reaction Database (ORD), a public repository of structured organic reaction records. describe an organic reaction: reactants, conditions, products, and yield The reactants are BrC1=CC=C(C=C1)O (4-bromo-phenol), [OH-].[Na+] (NaOH), FC(S(=O)(=O)O)(F)F (Trifluoromethanesulfonic acid), S1C(SCCC1)=C1CCC2(OCCO2)CC1 (8-[1,3]dithian-2-ylidene-1,4-dioxa-spiro[4,5]decane). The solvent is CCN(CC)CC (NEt3), ClCCl (dichloromethane), C(C)N(CC)CC (triethylamine), ClCCl (dichloromethane), ClCCl (dichloromethane). Run at time 30 minute. The product is BrC1=CC=C(OC(C2CCC3(OCCO3)CC2)(F)F)C=C1 (8-((4-bromophenoxy)difluoromethyl)-1,4-dioxaspiro[4.5]decane). RXN SMILES: [F:1][C:2]([F:8])(F)S(O)(=O)=O.S1CCCSC1=[C:15]1[CH2:24][CH2:23][C:18]2([O:22][CH2:21][CH2:20][O:19]2)[CH2:17][CH2:16]1.[Br:25][C:26]1[CH:31]=[CH:30][C:29]([OH:32])=[CH:28][CH:27]=1.[OH-].[Na+]>ClCCl.CCN(CC)CC>[Br:25][C:26]1[CH:31]=[CH:30][C:29]([O:32][C:2]([F:8])([F:1])[CH:15]2[CH2:16][CH2:17][C:18]3([O:19][CH2:20][CH2:21][O:22]3)[CH2:23][CH2:24]2)=[CH:28][CH:27]=1 |f:3.4|. Procedure details: Trifluoromethanesulfonic acid (0.681 mL, 7.82 mmoles) was added dropwise to a stirred solution of 8-[1,3]dithian-2-ylidene-1,4-dioxa-spiro[4,5]decane (2000 mg, 7.740 mmoles) in 25 mL of dichloromethane at −22° C. The solution was allowed to warm to room temperature and stirred for 30 minutes The black reaction mixture was cooled to −72° C. and a solution of 4-bromo-phenol (2010 mg, 11.6 mmoles) and triethylamine (1.90 mL, 13.6 mmoles) in 25 mL of dichloromethane was added (solution turned red). ... Starting materials: COc1cc(Br)cc([N+](=O)[O-])c1N, CO, O. Product: COc1cc(Br)cc(N)c1N. Reaction SMILES: [Br:1][c:2]1[cH:3][c:4]([O:12][CH3:13])[c:5]([NH2:11])[c:6]([N+:8]([O-:9])=[O:10])[cH:7]1.[CH3:15][OH:16].[OH2:14]>>[Br:1][c:2]1[cH:3][c:4]([O:12][CH3:13])[c:5]([NH2:11])[c:6]([NH2:8])[cH:7]1. Reactants: ClC1=CC=C(C=C1)NN (p-chlorophenylhydrazine), ClC1=C2C(=NC=C1C(=O)OCC)CCC2 (ethyl 4-chloro-6,7-dihydro-5H-cyclopenta[b]pyridine-3-carboxylate). Run in C(CCC)O (n-butanol). The product is ClC1=CC=C(C=C1)N1N=C2C3=C(NC=C2C1=O)CCC3 (2-p-chlorophenyl-2,3,5,6,7,8-hexahydrocyclopenta[b]pyrazolo[3,4-d]pyridin-3-one). Reaction SMILES: [Cl:1][C:2]1[CH:7]=[CH:6][C:5]([NH:8][NH2:9])=[CH:4][CH:3]=1.Cl[C:11]1[C:16]([C:17](OCC)=[O:18])=[CH:15][N:14]=[C:13]2[CH2:22][CH2:23][CH2:24][C:12]=12>C(O)CCC>[Cl:1][C:2]1[CH:7]=[CH:6][C:5]([N:8]2[C:17](=[O:18])[C:16]3[C:11]([C:12]4[CH2:24][CH2:23][CH2:22][C:13]=4[NH:14][CH:15]=3)=[N:9]2)=[CH:4][CH:3]=1. Procedure: A mixture of 1.1 g of p-chlorophenylhydrazine and 1.9 g of ethyl 4-chloro-6,7-dihydro-5H-cyclopenta[b]pyridine-3-carboxylate (Example 2a) in 100 mL of n-butanol is refluxed for 24 hours under nitrogen atmosphere. The precipitate is collected and recrystallized from ethanol to yield 2-p-chlorophenyl-2,3,5,6,7,8-hexahydrocyclopenta[b]pyrazolo[3,4-d]pyridin-3-one, m.p. above 350°, showing IR peaks at 900, 835, 805, 798, 765, and 740 cm-1. Starting materials: C(C)OC=1C(C(C1NC1=CC=NC=C1)=O)=O (3-ethoxy-4-(pyridin-4-yl-amino)-3-cyclobutene-1,2-dione), O(C1=CC=CC=C1)C1=CC=C(C=C1)CCN (2-(4-phenoxyphenyl)-ethylamine). Run at time 18 hour. Product: O(C1=CC=CC=C1)C1=CC=C(C=C1)CCNC=1C(C(C1NC1=CC=NC=C1)=O)=O (3-[2-(4-Phenoxyphenyl)-ethylamino]-4-(pyridin-4-yl-amino)-cyclobut-3-ene-1,2-dione). Reaction SMILES: C(O[C:4]1[C:5](=[O:16])[C:6](=[O:15])[C:7]=1[NH:8][C:9]1[CH:14]=[CH:13][N:12]=[CH:11][CH:10]=1)C.[O:17]([C:24]1[CH:29]=[CH:28][C:27]([CH2:30][CH2:31][NH2:32])=[CH:26][CH:25]=1)[C:18]1[CH:23]=[CH:22][CH:21]=[CH:20][CH:19]=1>>[O:17]([C:24]1[CH:25]=[CH:26][C:27]([CH2:30][CH2:31][NH:32][C:4]2[C:5](=[O:16])[C:6](=[O:15])[C:7]=2[NH:8][C:9]2[CH:10]=[CH:11][N:12]=[CH:13][CH:14]=2)=[CH:28][CH:29]=1)[C:18]1[CH:23]=[CH:22][CH:21]=[CH:20][CH:19]=1. Procedure details: The title compound was prepared according to the procedure described in example 1B starting from 3-ethoxy-4-(pyridin-4-yl-amino)-3-cyclobutene-1,2-dione prepared according to example 7A and 2-(4-phenoxyphenyl)-ethylamine. The reaction mixture was heated to reflux for 2 hours instead of stirring 18 h at r.t. Starting materials: COC1C(COCc2ccccc2)C(O)CCC1(C)C, CCCCCCCCBr, CN(C)C=O, [H-], [Na+]. Yields the product CCCCCCCCOC1CCC(C)(C)C(OC)C1COCc1ccccc1. As a reaction SMILES: [CH2:1]([c:2]1[cH:3][cH:4][cH:5][cH:6][cH:7]1)[O:8][CH2:9][CH:10]1[CH:11]([OH:20])[CH2:12][CH2:13][C:14]([CH3:18])([CH3:19])[CH:15]1[O:16][CH3:17].[CH2:23]([CH2:24][CH2:25][CH2:26][CH2:27][CH2:28][CH2:29][CH3:30])[Br:31].[CH3:32][N:33]([CH3:34])[CH:35]=[O:36].[H-:21].[Na+:22]>>[CH2:1]([c:2]1[cH:3][cH:4][cH:5][cH:6][cH:7]1)[O:8][CH2:9][CH:10]1[CH:11]([O:20][CH2:23][CH2:24][CH2:25][CH2:26][CH2:27][CH2:28][CH2:29][CH3:30])[CH2:12][CH2:13][C:14]([CH3:18])([CH3:19])[CH:15]1[O:16][CH3:17].